From a dataset of the Open Reaction Database (ORD), a public repository of structured organic reaction records. describe an organic reaction: reactants, conditions, products, and yield Yields the product N(=[N+]=[N-])CCCCCCCCCCC(=O)O (11-Azidoundecanoic acid). Conditions: temperature 0 celsius, time 2 hour. Run in ClCCl (dichloromethane), O (water), O (water), CO (methanol). Reactants: [N-]=[N+]=[N-].[Na+] (Sodium azide), FC(S(=O)(=O)OS(=O)(=O)C(F)(F)F)(F)F (trifluoromethanesulfonic anhydride), NCCCCCCCCCCC(=O)O (11-aminoundecanoic acid), C(=O)([O-])[O-].[K+].[K+] (K2CO3), CuSO4.5H2O. Procedure: Sodium azide (2.38 gr, 44.3 mmol) was dissolved in 7.5 mL of water and added to a round bottom flask containing 15 mL of dichloromethane. The flask was cooled to 0° C. and trifluoromethanesulfonic anhydride (1.5 mL, 8.9 mmol) was added dropwise. The resulting solution was allowed to warm to room temperature and was stirred for two hours. The aqueous layer was extracted with dichloromethane (3×8 mL), and the combined organic phases were washed with a saturated solution of sodium carbonate. The re... RXN SMILES: [N-:1]=[N+:2]=[N-:3].[Na+].FC(F)(F)S(OS(C(F)(F)F)(=O)=O)(=O)=O.N[CH2:21][CH2:22][CH2:23][CH2:24][CH2:25][CH2:26][CH2:27][CH2:28][CH2:29][CH2:30][C:31]([OH:33])=[O:32].C([O-])([O-])=O.[K+].[K+]>O.CO.ClCCl>[N:1]([CH2:21][CH2:22][CH2:23][CH2:24][CH2:25][CH2:26][CH2:27][CH2:28][CH2:29][CH2:30][C:31]([OH:33])=[O:32])=[N+:2]=[N-:3] |f:0.1,4.5.6|. Product: OC1=C(C=C(C=C1C)C=1NC2=CC=C(C=C2C1C)OCCC)C (2-(4-hydroxy-3,5-dimethylphenyl)-3-methyl-5-n-propoxyindole). Reported procedure: 3 g of 4-n-propoxyaniline and 2.56 g of 4-(2-bromo-1-oxopropyl)-2,6-dimethylphenol were heated at 150° C. for 40 minutes in a stream of nitrogen. Ice water was added to the reaction mixture, and the mixture was extracted with ethyl acetate. The extract was purified by silica gel column chromatography, and recrystallized from ether-hexane to give 2-(4-hydroxy-3,5-dimethylphenyl)-3-methyl-5-n-propoxyindole. Reactants: C(CC)OC1=CC=C(N)C=C1 (4-n-propoxyaniline), BrC(C(=O)C1=CC(=C(C(=C1)C)O)C)C (4-(2-bromo-1-oxopropyl)-2,6-dimethylphenol), Ice water. Reaction SMILES: [CH2:1]([O:4][C:5]1[CH:11]=[CH:10][C:8]([NH2:9])=[CH:7][CH:6]=1)[CH2:2][CH3:3].Br[CH:13]([CH3:25])[C:14]([C:16]1[CH:21]=[C:20]([CH3:22])[C:19]([OH:23])=[C:18]([CH3:24])[CH:17]=1)=O>>[OH:23][C:19]1[C:18]([CH3:24])=[CH:17][C:16]([C:14]2[NH:9][C:8]3[C:10]([C:13]=2[CH3:25])=[CH:11][C:5]([O:4][CH2:1][CH2:2][CH3:3])=[CH:6][CH:7]=3)=[CH:21][C:20]=1[CH3:22]. The reactants are [Al+3], CCS, CCC(C(=O)OC)C1CCc2cc(OC)ccc21, [Cl-], [Cl-], [Cl-], ClCCl. The product is CCC(C(=O)OC)C1CCc2cc(O)ccc21. Reaction SMILES: [Al+3:20].[CH2:23]([SH:24])[CH3:25].[CH3:1][O:2][C:3]([CH:4]([CH2:5][CH3:6])[CH:7]1[CH2:8][CH2:9][c:10]2[cH:11][c:12]([O:16][CH3:17])[cH:13][cH:14][c:15]21)=[O:18].[Cl-:19].[Cl-:21].[Cl-:22].[Cl:26][CH2:27][Cl:28]>>[CH3:1][O:2][C:3]([CH:4]([CH2:5][CH3:6])[CH:7]1[CH2:8][CH2:9][c:10]2[cH:11][c:12]([OH:16])[cH:13][cH:14][c:15]21)=[O:18]. Starting materials: BrC=1C=2N(C=CC1C1=CC=C(C=C1)Cl)C(N(N2)CC=2C(=NC(=CC2)C(F)(F)F)C)=O (8-bromo-7-(4-chlorophenyl)-2-((2-methyl-6-(trifluoromethyl)pyridin-3-yl)methyl)-[1,2,4]triazolo[4,3-a]pyridin-3(2H)-one), [O-]P(=O)([O-])[O-].[K+].[K+].[K+] (K3PO4), COC1=CC=C(C=C1)B(O)O (4-methoxyphenylboronic acid), C(Cl)Cl (CH2Cl2). The reagents and catalysts are C1=CC=C(C=C1)P([C-]2C=CC=C2)C3=CC=CC=C3.C1=CC=C(C=C1)P([C-]2C=CC=C2)C3=CC=CC=C3.Cl[Pd]Cl.[Fe+2] (Pd(dppf)Cl2). The solvent is C1CCOC1 (THF), CCOC(=O)C (EtOAc), O (water). Conditions: temperature 90 celsius. The product is ClC1=CC=C(C=C1)C1=C(C=2N(C=C1)C(N(N2)CC=2C=NC(=CC2)C(F)(F)F)=O)C2=CC=C(C=C2)OC (7-(4-chlorophenyl)-8-(4-methoxyphenyl)-2-((6-(trifluoromethyl)pyridin-3-yl)methyl)-[1,2,4]triazolo[4,3-a]pyridin-3(2H)-one). Yield: 65.6%. As a reaction SMILES: Br[C:2]1[C:3]2[N:4]([C:15](=[O:30])[N:16]([CH2:18][C:19]3[C:20](C)=[N:21][C:22]([C:25]([F:28])([F:27])[F:26])=[CH:23][CH:24]=3)[N:17]=2)[CH:5]=[CH:6][C:7]=1[C:8]1[CH:13]=[CH:12][C:11]([Cl:14])=[CH:10][CH:9]=1.[CH3:31][O:32][C:33]1[CH:38]=[CH:37][C:36](B(O)O)=[CH:35][CH:34]=1.C(Cl)Cl.[O-]P([O-])([O-])=O.[K+].[K+].[K+]>CCOC(C)=O.O.C1C=CC(P(C2C=CC=CC=2)[C-]2C=CC=C2)=CC=1.C1C=CC(P(C2C=CC=CC=2)[C-]2C=CC=C2)=CC=1.Cl[Pd]Cl.[Fe+2].C1COCC1>[Cl:14][C:11]1[CH:12]=[CH:13][C:8]([C:7]2[CH:6]=[CH:5][N:4]3[C:15](=[O:30])[N:16]([CH2:18][C:19]4[CH:20]=[N:21][C:22]([C:25]([F:26])([F:27])[F:28])=[CH:23][CH:24]=4)[N:17]=[C:3]3[C:2]=2[C:36]2[CH:37]=[CH:38][C:33]([O:32][CH3:31])=[CH:34][CH:35]=2)=[CH:9][CH:10]=1 |f:3.4.5.6,9.10.11.12|. Reported procedure: Into a 5 dram vial at room temperature were placed a magnetic stirbar, 8-bromo-7-(4-chlorophenyl)-2-((2-methyl-6-(trifluoromethyl)pyridin-3-yl)methyl)-[1,2,4]triazolo[4,3-a]pyridin-3(2H)-one (100 mg, 0.20 mmol), 4-methoxyphenylboronic acid (94 mg, 0.60 mmol), Pd(dppf)Cl2.CH2Cl2 (17 mg, 0.02 mmol), powdered anhydrous K3PO4 (133 mg, 0.60 mmol), and dry THF (3 mL). The vial was flushed with argon and then capped tightly. The vial was heated to 90° C. for 6 h while stirring. Analysis by HPLC/MS indi... The reactants are CC(C)C[Al+]CC(C)C, CCOC(C)=O, [H-], [Na+], [Na+], C1CCOC1, O, O, O, O, O, O, O, O, O, O, O=S(=O)([O-])[O-], CCOC(=O)C=Cc1cn(-c2ccccc2)nc1OCc1ccc(OCc2nc(-c3ccco3)oc2C)c(OC)c1. Yields the product COc1cc(COc2nn(-c3ccccc3)cc2C=CCO)ccc1OCc1nc(-c2ccco2)oc1C. Reaction SMILES: [CH2:43]([Al+:44][CH2:45][CH:46]([CH3:47])[CH3:48])[CH:49]([CH3:50])[CH3:51].[CH3:74][CH2:75][O:76][C:77](=[O:78])[CH3:79].[H-:42].[Na+:67].[Na+:68].[O:69]1[CH2:70][CH2:71][CH2:72][CH2:73]1.[OH2:52].[OH2:53].[OH2:54].[OH2:55].[OH2:56].[OH2:57].[OH2:58].[OH2:59].[OH2:60].[OH2:61].[S:62]([O-:63])([O-:64])(=[O:65])=[O:66].[o:1]1[c:2](-[c:6]2[o:7][c:8]([CH3:41])[c:9]([CH2:11][O:12][c:13]3[c:14]([O:39][CH3:40])[cH:15][c:16]([CH2:17][O:18][c:19]4[n:20][n:21](-[c:31]5[cH:32][cH:33][cH:34][cH:35][cH:36]5)[cH:22][c:23]4[CH:24]=[CH:25][C:26](=[O:27])[O:28][CH2:29][CH3:30])[cH:37][cH:38]3)[n:10]2)[cH:3][cH:4][cH:5]1>>[o:1]1[c:2](-[c:6]2[o:7][c:8]([CH3:41])[c:9]([CH2:11][O:12][c:13]3[c:14]([O:39][CH3:40])[cH:15][c:16]([CH2:17][O:18][c:19]4[n:20][n:21](-[c:31]5[cH:32][cH:33][cH:34][cH:35][cH:36]5)[cH:22][c:23]4[CH:24]=[CH:25][CH2:26][OH:27])[cH:37][cH:38]3)[n:10]2)[cH:3][cH:4][cH:5]1. The reactants are [Br-], C1CCOC1, CC(C)(C)[O-], C[P+](c1ccccc1)(c1ccccc1)c1ccccc1, [K+], CCCCCCCCCCCCCCOC(=O)CCC(=O)CCC(=O)OCC, c1ccccc1. The product is C=C(CCC(=O)OCC)CCC(=O)OCCCCCCCCCCCCCC. RXN SMILES: [Br-:35].[CH2:62]1[O:63][CH2:64][CH2:65][CH2:66]1.[CH3:1][C:2]([CH3:3])([O-:4])[CH3:5].[CH3:36][P+:37]([c:38]1[cH:39][cH:40][cH:41][cH:42][cH:43]1)([c:44]1[cH:45][cH:46][cH:47][cH:48][cH:49]1)[c:50]1[cH:51][cH:52][cH:53][cH:54][cH:55]1.[K+:6].[O:7]=[C:8]([CH2:9][CH2:10][C:11](=[O:12])[O:13][CH2:14][CH2:15][CH2:16][CH2:17][CH2:18][CH2:19][CH2:20][CH2:21][CH2:22][CH2:23][CH2:24][CH2:25][CH2:26][CH3:27])[CH2:28][CH2:29][C:30](=[O:31])[O:32][CH2:33][CH3:34].[cH:56]1[cH:57][cH:58][cH:59][cH:60][cH:61]1>>[CH2:1]=[C:8]([CH2:9][CH2:10][C:11](=[O:12])[O:13][CH2:14][CH2:15][CH2:16][CH2:17][CH2:18][CH2:19][CH2:20][CH2:21][CH2:22][CH2:23][CH2:24][CH2:25][CH2:26][CH3:27])[CH2:28][CH2:29][C:30](=[O:31])[O:32][CH2:33][CH3:34]. Reactants: CCCBr, CN(C)C=O, COc1cc(C(=O)CCC(=O)c2cc(OCc3ccccc3)c(O)c(S(=O)(=O)CCO)c2)cc(OC)c1OC. The product is CCCOc1c(OCc2ccccc2)cc(C(=O)CCC(=O)c2cc(OC)c(OC)c(OC)c2)cc1S(=O)(=O)CCO. Reaction SMILES: [CH2:1]([CH2:2][CH3:3])[Br:4].[O:44]=[CH:45][N:46]([CH3:47])[CH3:48].[OH:5][CH2:6][CH2:7][S:8](=[O:9])(=[O:10])[c:11]1[cH:12][c:13]([C:26]([CH2:27][CH2:28][C:29](=[O:30])[c:31]2[cH:32][c:33]([O:41][CH3:42])[c:34]([O:39][CH3:40])[c:35]([O:37][CH3:38])[cH:36]2)=[O:43])[cH:14][c:15]([O:18][CH2:19][c:20]2[cH:21][cH:22][cH:23][cH:24][cH:25]2)[c:16]1[OH:17]>>[CH2:1]([CH2:2][CH3:3])[O:17][c:16]1[c:11]([S:8]([CH2:7][CH2:6][OH:5])(=[O:9])=[O:10])[cH:12][c:13]([C:26]([CH2:27][CH2:28][C:29](=[O:30])[c:31]2[cH:32][c:33]([O:41][CH3:42])[c:34]([O:39][CH3:40])[c:35]([O:37][CH3:38])[cH:36]2)=[O:43])[cH:14][c:15]1[O:18][CH2:19][c:20]1[cH:21][cH:22][cH:23][cH:24][cH:25]1.